Task: describe an organic reaction: reactants, conditions, products, and yield. Dataset: the Open Reaction Database (ORD), a public repository of structured organic reaction records The reactants are CC(C)(C)OC(=O)NC1COc2ccccc2NC1=O, CCOC(C)=O, Cl. The product is Cl, NC1COc2ccccc2NC1=O. As a reaction SMILES: [C:1]([O:2][C:3](=[O:4])[NH:8][CH:9]1[CH2:10][O:11][c:12]2[c:13]([cH:17][cH:18][cH:19][cH:20]2)[NH:14][C:15]1=[O:16])([CH3:5])([CH3:6])[CH3:7].[C:21]([O:22][CH2:23][CH3:24])(=[O:25])[CH3:26].[ClH:27]>>[ClH:27].[NH2:8][CH:9]1[CH2:10][O:11][c:12]2[c:13]([cH:17][cH:18][cH:19][cH:20]2)[NH:14][C:15]1=[O:16].